From a dataset of the Open Reaction Database (ORD), a public repository of structured organic reaction records. describe an organic reaction: reactants, conditions, products, and yield Starting materials: C(=O)(C(F)(F)F)O (TFA), NC(CC1=C(CNC([C@H]2N(CCC2)C([C@@H](C2CCCCC2)NC(=O)OC(C)(C)C)=O)=O)C=C(C=C1)Cl)C(F)F (N-[2-(2-amino-3,3-difluoropropyl)-5-chlorobenzyl]-1-{(2R)-2-[(tert-butoxycarbonyl)amino]-2-cyclohexylethanoyl}-L-prolinamide). Run in C(Cl)Cl (CH2Cl2). The product is N[C@@H](C(=O)N1[C@H](C(=O)NCC2=C(C=CC(=C2)Cl)CC(C(F)F)N)CCC1)C1CCCCC1 (1-((2R)-2-Amino-2-cyclohexylethanoy)-N-(2-(2-amino-3,3-difluoropropyl)-5-chlorobenzyl)-L-prolinamide). Reaction SMILES: C(O)(C(F)(F)F)=O.[NH2:8][CH:9]([CH:44]([F:46])[F:45])[CH2:10][C:11]1[CH:42]=[CH:41][C:40]([Cl:43])=[CH:39][C:12]=1[CH2:13][NH:14][C:15](=[O:38])[C@@H:16]1[CH2:20][CH2:19][CH2:18][N:17]1[C:21](=[O:37])[C@H:22]([NH:29]C(OC(C)(C)C)=O)[CH:23]1[CH2:28][CH2:27][CH2:26][CH2:25][CH2:24]1>C(Cl)Cl>[NH2:29][C@H:22]([CH:23]1[CH2:24][CH2:25][CH2:26][CH2:27][CH2:28]1)[C:21]([N:17]1[CH2:18][CH2:19][CH2:20][C@H:16]1[C:15]([NH:14][CH2:13][C:12]1[CH:39]=[C:40]([Cl:43])[CH:41]=[CH:42][C:11]=1[CH2:10][CH:9]([NH2:8])[CH:44]([F:46])[F:45])=[O:38])=[O:37]. Reported procedure: TFA (0.65 mL) was added to a stirred solution of N-[2-(2-amino-3,3-difluoropropyl)-5-chlorobenzyl]-1-{(2R)-2-[(tert-butoxycarbonyl)amino]-2-cyclohexylethanoyl}-L-prolinamide (0.080 g, 0.14 mmol) in CH2Cl2 (0.7 mL). After 1 h the solvent was evaporated in vacuo and the residue was partitioned between EtOAc and saturated aqueous Na2CO3. The organic layer was dried (Na2SO4) and evaporated in vacuo. The residue was partitioned between EtOAc and 1M HCl. The aqueous layer was evaporated in vacuo to gi... Starting materials: CO, CCOC(C)=O, C[O-], Fc1ncccc1I, [Na+], O. The product is COc1ncccc1I. As a reaction SMILES: [CH3:12][OH:13].[CH3:14][CH2:15][O:16][C:17](=[O:18])[CH3:19].[CH3:1][O-:2].[F:4][c:5]1[n:6][cH:7][cH:8][cH:9][c:10]1[I:11].[Na+:3].[OH2:20]>>[CH3:1][O:2][c:5]1[n:6][cH:7][cH:8][cH:9][c:10]1[I:11]. The reactants are N1CCOCC1 (morpholine), CC1=C(NC2=CC=CC=C2C1=O)COC1=CC(=C(C(=O)O)C=C1)OCC1CCOCC1 (4-[(3-Methyl-4-oxo-1,4-dihydroquinolin-2-yl)methoxy]-2-(tetrahydro-2H-pyran-4-ylmethoxy)benzoic acid), O.ON1N=NC2=C1C=CC=C2 (1-hydroxybenzotriazole hydrate), Cl.C(C)N=C=NCCCN(C)C (1-ethyl-3-(3-dimethylaminopropyl)carbodiimide hydrochloride). Solvent: CN(C)C=O (DMF). Run at time 12 hour. The product is CC1=C(NC2=CC=CC=C2C1=O)COC1=CC(=C(C=C1)C(=O)N1CCOCC1)OCC1CCOCC1 (3-methyl-2-{[4-(morpholin-4-ylcarbonyl)-3-(tetrahydro-2H-pyran-4-ylmethoxy)phenoxy]methyl}quinolin-4(1H)-one). Isolated yield 93.7%. RXN SMILES: [CH3:1][C:2]1[C:11](=[O:12])[C:10]2[C:5](=[CH:6][CH:7]=[CH:8][CH:9]=2)[NH:4][C:3]=1[CH2:13][O:14][C:15]1[CH:23]=[CH:22][C:18]([C:19]([OH:21])=O)=[C:17]([O:24][CH2:25][CH:26]2[CH2:31][CH2:30][O:29][CH2:28][CH2:27]2)[CH:16]=1.O.ON1C2C=CC=CC=2N=N1.Cl.C(N=C=NCCCN(C)C)C.[NH:55]1[CH2:60][CH2:59][O:58][CH2:57][CH2:56]1>CN(C=O)C>[CH3:1][C:2]1[C:11](=[O:12])[C:10]2[C:5](=[CH:6][CH:7]=[CH:8][CH:9]=2)[NH:4][C:3]=1[CH2:13][O:14][C:15]1[CH:23]=[CH:22][C:18]([C:19]([N:55]2[CH2:60][CH2:59][O:58][CH2:57][CH2:56]2)=[O:21])=[C:17]([O:24][CH2:25][CH:26]2[CH2:31][CH2:30][O:29][CH2:28][CH2:27]2)[CH:16]=1 |f:1.2,3.4|. Procedure: 4-[(3-Methyl-4-oxo-1,4-dihydroquinolin-2-yl)methoxy]-2-(tetrahydro-2H-pyran-4-ylmethoxy)benzoic acid (67 mg) and 1-hydroxybenzotriazole hydrate (25 mg) were dissolved in DMF (1.3 mL). To this solution were sequentially added 1-ethyl-3-(3-dimethylaminopropyl)carbodiimide hydrochloride (33 mg) and morpholine (15 mg), and the mixture was stirred at room temperature for 12 hours. A saturated aqueous sodium hydrogen carbonate solution (5 mL) to the reaction mixture, followed by extraction with ethyl ...